From a dataset of the Open Reaction Database (ORD), a public repository of structured organic reaction records. describe an organic reaction: reactants, conditions, products, and yield The reactants are Fc1cc(F)c(Cl)c(F)c1, [Cu], O. Yields the product Fc1cc(F)cc(F)c1. RXN SMILES: [Cl:1][c:2]1[c:3]([F:10])[cH:4][c:5]([F:9])[cH:6][c:7]1[F:8].[Cu:11].[OH2:12]>>[cH:2]1[c:3]([F:10])[cH:4][c:5]([F:9])[cH:6][c:7]1[F:8].